describe an organic reaction: reactants, conditions, products, and yield From a dataset of the Open Reaction Database (ORD), a public repository of structured organic reaction records. Starting materials: COC1=CC(=C(C(=C1)C)S(=O)(=O)N1[C@@H](CCCC1)COCC(=O)O)C ((S)-2-((1-(4-Methoxy-2,6-dimethylphenylsulfonyl)piperidin-2-yl)methoxy)acetic acid), ClC1=C(C(=CC=C1)C)S(=O)(=O)Cl (2-chloro-6-methylbenzene-1-sulfonyl chloride). Yields the product ClC1=C(C(=CC=C1)C)S(=O)(=O)N1[C@@H](CCCC1)COCC(=O)O ((S)-2-((1-(2-chloro-6-methylphenylsulfonyl)piperidin-2-yl)methoxy)acetic acid). As a reaction SMILES: CO[C:3]1[CH:8]=[C:7](C)[C:6]([S:10]([N:13]2[CH2:18][CH2:17][CH2:16][CH2:15][C@H:14]2[CH2:19][O:20][CH2:21][C:22]([OH:24])=[O:23])(=[O:12])=[O:11])=[C:5]([CH3:25])[CH:4]=1.[Cl:26]C1C=CC=C(C)C=1S(Cl)(=O)=O>>[Cl:26][C:7]1[CH:8]=[CH:3][CH:4]=[C:5]([CH3:25])[C:6]=1[S:10]([N:13]1[CH2:18][CH2:17][CH2:16][CH2:15][C@H:14]1[CH2:19][O:20][CH2:21][C:22]([OH:24])=[O:23])(=[O:12])=[O:11]. Reported procedure: Synthesis of this acid unit was carried out in analogy to (S)-2-((1-(4-Methoxy-2,6-dimethylphenylsulfonyl)piperidin-2-yl)methoxy)acetic acid (AC28) employing 2-chloro-6-methylbenzene-1-sulfonyl chloride in step (ii). Reported procedure: 6-Methyl-5-nitro-pyridin-2-ylamine (1.0 g) was treated with acetic anhydride according to General Procedure Y to give N-(6-Methyl-5-nitro-pyridin-2-yl)-acetamide (1.2 g). Yields the product CC1=C(C=CC(=N1)NC(C)=O)[N+](=O)[O-] (N-(6-Methyl-5-nitro-pyridin-2-yl)-acetamide). RXN SMILES: [CH3:1][C:2]1[N:7]=[C:6]([NH2:8])[CH:5]=[CH:4][C:3]=1[N+:9]([O-:11])=[O:10].[C:12](OC(=O)C)(=[O:14])[CH3:13]>>[CH3:1][C:2]1[N:7]=[C:6]([NH:8][C:12](=[O:14])[CH3:13])[CH:5]=[CH:4][C:3]=1[N+:9]([O-:11])=[O:10]. The reactants are CC1=C(C=CC(=N1)N)[N+](=O)[O-] (6-Methyl-5-nitro-pyridin-2-ylamine), C(C)(=O)OC(C)=O (acetic anhydride).